From a dataset of the Open Reaction Database (ORD), a public repository of structured organic reaction records. describe an organic reaction: reactants, conditions, products, and yield The reactants are C(C)(=O)OCC (ethyl acetate), NC=1SC=CN1 (2-aminothiazole), ClC(=O)OCC (ethyl chloroformate). Run in N1=CC=CC=C1 (pyridine). Reaction conditions: time 1 day. Product: C(=O)(OCC)NC=1SC=CN1 (2-carbethoxyaminothiazole). Isolated yield 43.4%. RXN SMILES: [NH2:1][C:2]1[S:3][CH:4]=[CH:5][N:6]=1.Cl[C:8]([O:10][CH2:11][CH3:12])=[O:9].C(OCC)(=O)C>N1C=CC=CC=1>[C:8]([NH:1][C:2]1[S:3][CH:4]=[CH:5][N:6]=1)([O:10][CH2:11][CH3:12])=[O:9]. Reported procedure: To a stirred solution of 15.1 g (151 mmole) of 2-aminothiazole in 200 ml of dry pyridine is added slowly 18.8 g (173 mmole) of ethyl chloroformate. After approximately 1 day, insolubles are removed by filtration and discarded and the filtrate is concentrated at reduced pressure. The resultant gum is dissolved in aqueous ethanol and redried in vacuo to a sticky solid. The crude product is dissolved in a boiling mixture of 100 ml of ethanol and 25 ml of water, clarified by filtration, and allowed ... RXN SMILES: [CH2:1]([O:3][C:4](=[O:35])[CH:5]=[CH:6][C:7]1[C:12]([CH3:13])=[CH:11][C:10]([CH:14]=[CH:15][C:16]([C:18]2[S:19][C:20]([C:29]([F:32])([F:31])[F:30])=[C:21]3[CH2:26][C:25]([CH3:28])([CH3:27])[CH2:24][CH2:23][C:22]=23)=[O:17])=[CH:9][C:8]=1[CH2:33][CH3:34])[CH3:2]>C(O)C.[Pd]>[CH2:1]([O:3][C:4](=[O:35])[CH2:5][CH2:6][C:7]1[C:12]([CH3:13])=[CH:11][C:10]([CH2:14][CH2:15][C:16]([C:18]2[S:19][C:20]([C:29]([F:30])([F:31])[F:32])=[C:21]3[CH2:26][C:25]([CH3:27])([CH3:28])[CH2:24][CH2:23][C:22]=23)=[O:17])=[CH:9][C:8]=1[CH2:33][CH3:34])[CH3:2]. Product: C(C)OC(CCC1=C(C=C(C=C1C)CCC(=O)C=1SC(=C2C1CCC(C2)(C)C)C(F)(F)F)CC)=O (3-{4-[3-(5,5-dimethyl-3-trifluoromethyl-4,5,6,7-tetrahydro-benzo[c]thiophen-1-yl)-3-oxo-propyl]-2-ethyl-6-methyl-phenyl}-propionic acid ethyl ester). The reagents and catalysts are [Pd] (Pd/C). Reactants: C(C)OC(C=CC1=C(C=C(C=C1C)C=CC(=O)C=1SC(=C2C1CCC(C2)(C)C)C(F)(F)F)CC)=O (3-{4-[3-(5,5-dimethyl-3-trifluoromethyl-4,5,6,7-tetrahydro-benzo[c]thiophen-1-yl)-3-oxo-propenyl]-2-ethyl-6-methyl-phenyl}-acrylic acid ethyl ester). Run at temperature 65 celsius, time 16 hour. Reported procedure: To a solution of 3-{4-[3-(5,5-dimethyl-3-trifluoromethyl-4,5,6,7-tetrahydro-benzo[c]thiophen-1-yl)-3-oxo-propenyl]-2-ethyl-6-methyl-phenyl}-acrylic acid ethyl ester (630 mg, 1.25 mmol) in ethanol (25 mL), a suspension of Pd/C (400 mg, 10% Pd) in ethanol (15 mL) is added and the resulting slurry is stirred at 65° C. for 16 h under 8 bar of H2. The catalyst is filtered off and the solvent of the filtrate is evaporated. The residue is separated by CC on silica gel eluting with heptane:EA 4:1 to giv... The solvent is C(C)O (ethanol), C(C)O (ethanol). The reactants are CCO, O=C1c2ccccc2C(=O)N1CCCCCN1CCCC1. The product is NCCCCCN1CCCC1. Reaction SMILES: [CH3:22][CH2:23][OH:24].[N:1]1([CH2:6][CH2:7][CH2:8][CH2:9][CH2:10][N:11]2[C:12](=[O:13])[c:14]3[cH:15][cH:16][cH:17][cH:18][c:19]3[C:20]2=[O:21])[CH2:2][CH2:3][CH2:4][CH2:5]1>>[N:1]1([CH2:6][CH2:7][CH2:8][CH2:9][CH2:10][NH2:11])[CH2:2][CH2:3][CH2:4][CH2:5]1. The reactants are O (water), [OH-].[Na+] (sodium hydroxide), C(=O)C1=CC2=CC=CC=C2C2=C1OC1(C=N2)N(C2=CC=CC=C2C1(C)C)C (5'-Formyl-1,3,3-trimethylspiro[indoline-2,3'-[3H]-naphtho[2,1-b][1,4]oxazine]), [Cl-].C(#N)C[P+](C1=CC=CC=C1)(C1=CC=CC=C1)C1=CC=CC=C1 (cyanomethyltriphenylphosphonium chloride). The solvent is ClCCl (dichloromethane). Conditions: time 1 hour. The product is C(#N)C=CC1=CC2=CC=CC=C2C2=C1OC1(C=N2)N(C2=CC=CC=C2C1(C)C)C (5'-(2-Cyanovinyl)-1,3,3-trimethylspiro[indoline-2,3'-[3H]-naphtho[2,1-b][1,4]oxazine]). As a reaction SMILES: [OH-].[Na+].[CH:3]([C:5]1[C:14]2[O:15][C:16]3([C:26]([CH3:28])([CH3:27])[C:25]4[C:20](=[CH:21][CH:22]=[CH:23][CH:24]=4)[N:19]3[CH3:29])[CH:17]=[N:18][C:13]=2[C:12]2[C:7](=[CH:8][CH:9]=[CH:10][CH:11]=2)[CH:6]=1)=O.[Cl-].[C:31]([CH2:33][P+](C1C=CC=CC=1)(C1C=CC=CC=1)C1C=CC=CC=1)#[N:32].O>ClCCl>[C:31]([CH:33]=[CH:3][C:5]1[C:14]2[O:15][C:16]3([C:26]([CH3:28])([CH3:27])[C:25]4[C:20](=[CH:21][CH:22]=[CH:23][CH:24]=4)[N:19]3[CH3:29])[CH:17]=[N:18][C:13]=2[C:12]2[C:7](=[CH:8][CH:9]=[CH:10][CH:11]=2)[CH:6]=1)#[N:32] |f:0.1,3.4|. Reported procedure: 1 ml of a 50% strength sodium hydroxide solution is added to a solution of 0.36 g (1 mmol) of the compound of Example 1 and of 0.34 g (1 mmol) of cyanomethyltriphenylphosphonium chloride in 3 ml of dichloromethane. The mixture is stirred at ambient temperature for 1 hour. 10 ml of water are then added and the aqueous phase is extracted with twice 10 ml of dichloromethane. The organic phase is washed, dried and evaporated. A purification is performed on a silica column (CH2Cl2 eluent). Starting materials: CCO, COCCOCc1c(C(Nc2ccc(C(=O)OC)cc2)C2CCCCC2)oc2ccc(F)cc12, [Na+], C1CCOC1, [OH-]. The product is COCCOCc1c(C(Nc2ccc(C(=O)O)cc2)C2CCCCC2)oc2ccc(F)cc12. RXN SMILES: [CH3:42][CH2:43][OH:44].[CH:1]1([CH:7]([c:8]2[o:9][c:10]3[c:11]([c:12]2[CH2:13][O:14][CH2:15][CH2:16][O:17][CH3:18])[cH:19][c:20]([F:23])[cH:21][cH:22]3)[NH:24][c:25]2[cH:26][cH:27][c:28]([C:29](=[O:30])[O:31][CH3:32])[cH:33][cH:34]2)[CH2:2][CH2:3][CH2:4][CH2:5][CH2:6]1.[Na+:41].[O:35]1[CH2:36][CH2:37][CH2:38][CH2:39]1.[OH-:40]>>[CH:1]1([CH:7]([c:8]2[o:9][c:10]3[c:11]([c:12]2[CH2:13][O:14][CH2:15][CH2:16][O:17][CH3:18])[cH:19][c:20]([F:23])[cH:21][cH:22]3)[NH:24][c:25]2[cH:26][cH:27][c:28]([C:29](=[O:30])[OH:31])[cH:33][cH:34]2)[CH2:2][CH2:3][CH2:4][CH2:5][CH2:6]1. Starting materials: C(C1=CC=CC=C1)(=O)O.C(C1=CC(OC)=C(O)C(OC)=C1)=O (Syringaldehyde benzoate), [I-].C[N+]1=CC=C(C2=CC=CC=C12)C (1,4-dimethylquinolinium iodide), C(C)(=O)[O-].[NH4+] (ammonium acetate). The solvent is C(C)O (ethanol). Conditions: time 15 minute. Yields the product [I-].C(C1=CC=CC=C1)(=O)OC1=C(C=C(C=C1OC)C=CC1=CC=[N+](C2=CC=CC=C12)C)OC (4-[2(4-Benzoyloxy-3,5-dimethoxyphenyl)-vinyl]-1-methylquinolinium iodide). The yield is 80.3%. Reaction SMILES: [C:1]([OH:9])(=[O:8])[C:2]1[CH:7]=[CH:6][CH:5]=[CH:4][CH:3]=1.[CH:10](=O)[C:11]1[CH:21]=[C:18]([O:19][CH3:20])[C:16](O)=[C:13]([O:14][CH3:15])[CH:12]=1.[I-:23].[CH3:24][N+:25]1[C:34]2[C:29](=[CH:30][CH:31]=[CH:32][CH:33]=2)[C:28]([CH3:35])=[CH:27][CH:26]=1.C([O-])(=O)C.[NH4+]>C(O)C>[I-:23].[C:1]([O:9][C:16]1[C:13]([O:14][CH3:15])=[CH:12][C:11]([CH:10]=[CH:35][C:28]2[C:29]3[C:34](=[CH:33][CH:32]=[CH:31][CH:30]=3)[N+:25]([CH3:24])=[CH:26][CH:27]=2)=[CH:21][C:18]=1[O:19][CH3:20])(=[O:8])[C:2]1[CH:7]=[CH:6][CH:5]=[CH:4][CH:3]=1 |f:0.1,2.3,4.5,7.8|. Procedure details: A mixture of syringaldehyde benzoate (2e)(0.18 g, 0.63 mmol), 1,4-dimethylquinolinium iodide (0.18 g, 0.63 mmol) and ammonium acetate (0.15 g, 1.9 mmol) was dissolved in warm ethanol and heated under reflux. The solution rapidly turned yellow and within 15 min, yellow precipitate formed. The reaction was continued for a further 1 h and then filtered. The collected solid was washed with methanol to give (24e)(0.28 g, 81%) as a fine yellow powder, m.p. decomp.>250° C. (Found: C, 58.86; H, 4.25; N,... The reactants are C1CCC2=C(C=CC=C12)CCNC (2-(indan-4-yl)ethyl-N-methylamine), C1(=CC=CC=C1)C1OC1 (phenyloxirane). The product is C1(=CC=CC=C1)C(C)O (1-phenylethanol). Reaction SMILES: C1C2C(=C(CCNC)C=CC=2)CC1.[C:14]1([CH:20]2[CH2:22][O:21]2)[CH:19]=[CH:18][CH:17]=[CH:16][CH:15]=1>>[C:14]1([CH:20]([OH:21])[CH3:22])[CH:19]=[CH:18][CH:17]=[CH:16][CH:15]=1. Procedure details: 2- 2-(Indan-4-yl)ethyl!methylamino!-1-phenylethanol was synthesized in analogy to example 1D from 2-(indan-4-yl)ethyl-N-methylamine and phenyloxirane. Starting materials: CC1(c2cnc(Br)s2)OCCO1, [Li]CCCC, CCOCC, [Cl-], N#N, [NH4+], CN(C)C=O. Product: CC1(c2cnc(C=O)s2)OCCO1. Reaction SMILES: [Br:3][c:4]1[s:5][c:6]([C:9]2([CH3:14])[O:10][CH2:11][CH2:12][O:13]2)[cH:7][n:8]1.[CH3:15][CH2:16][CH2:17][CH2:18][Li:19].[CH3:27][CH2:28][O:29][CH2:30][CH3:31].[Cl-:25].[N:1]#[N:2].[NH4+:26].[O:20]=[CH:21][N:22]([CH3:23])[CH3:24]>>[c:4]1([CH:21]=[O:20])[s:5][c:6]([C:9]2([CH3:14])[O:10][CH2:11][CH2:12][O:13]2)[cH:7][n:8]1. RXN SMILES: [CH3:1][C:2]([CH2:9][CH2:10][CH:11]=[C:12]([CH3:18])[CH2:13][O:14][C:15](=[O:17])[CH3:16])=[CH:3][CH2:4][CH2:5][C:6](=[O:8])[CH3:7].[CH3:19][C:20]([CH2:27][CH2:28][CH:29]=[C:30]([CH3:41])[CH2:31][O:32][C:33](=[O:40])[C:34]1[CH:39]=[CH:38][CH:37]=[CH:36][CH:35]=1)=[CH:21][CH2:22][CH2:23][C:24](=[O:26])[CH3:25]>>[CH3:7][C:6]([OH:8])([CH2:5][CH2:4][CH:3]=[C:2]([CH3:1])[CH2:9][CH2:10][CH:11]=[C:12]([CH3:18])[CH2:13][O:14][C:15](=[O:17])[CH3:16])[C:19]#[CH:20].[CH3:25][C:24]([OH:26])([CH2:23][CH2:22][CH:21]=[C:20]([CH3:19])[CH2:27][CH2:28][CH:29]=[C:30]([CH3:41])[CH2:31][O:32][C:33](=[O:40])[C:34]1[CH:39]=[CH:38][CH:37]=[CH:36][CH:35]=1)[C:1]#[CH:2]. Procedure details: The procedure described in Example 9 was repeated except that 6,10-dimethyl-11-acetoxy-5,9-undecadien-2-on or 6,10-dimethyl-11-(benzoyl)oxy-5,9-undecadien-2-one was employed as a starting amterial to give 3,7,11-trimethyl-12-acetoxy-6,10-dodecadien-1-in-3-ol and 3,7,11-trimethyl-12-(benzoyl)oxy-6,10-dodecadien-1-in-3-ol. Reactants: CC(=CCCC(C)=O)CCC=C(COC(C)=O)C (6,10-dimethyl-11-acetoxy-5,9-undecadien-2-on), CC(=CCCC(C)=O)CCC=C(COC(C1=CC=CC=C1)=O)C (6,10-dimethyl-11-(benzoyl)oxy-5,9-undecadien-2-one). Yields the product CC(C#C)(CCC=C(CCC=C(COC(C)=O)C)C)O (3,7,11-trimethyl-12-acetoxy-6,10-dodecadien-1-in-3-ol), CC(C#C)(CCC=C(CCC=C(COC(C1=CC=CC=C1)=O)C)C)O (3,7,11-trimethyl-12-(benzoyl)oxy-6,10-dodecadien-1-in-3-ol).